This data is from the Open Reaction Database (ORD), a public repository of structured organic reaction records. The task is: describe an organic reaction: reactants, conditions, products, and yield Product: [Na].FCC1(OCCCO1)COC1=C(C(=NC=C1C)CS(=O)C1=NC2=C(N1)C=CC=C2)C (2-(((4-((2-(fluoromethyl)-1,3-dioxan-2-yl)methoxy)-3,5-dimethylpyridin-2-yl)methyl)sulfinyl)-1H-benzimidazole sodium salt). Procedure: The same procedure as in the steps (1c) to (1g) of Example 1 was repeated using 4-chloro-2,3,5-trimethylpyridine 1-oxide and (2-(fluoromethyl)-1,3-dioxan-2-yl)methanol to obtain the title compound (331 mg, 5 steps: 12%) as a yellow solid. Isolated yield 12.0%. As a reaction SMILES: [Na:1].C[C:3]1(C)[CH2:8][O:7][CH:6]([CH2:9][O:10][C:11]2[CH:16]=[CH:15][N:14]=[C:13]([CH2:17][S:18]([C:20]3[NH:24][C:23]4[CH:25]=[CH:26][CH:27]=[CH:28][C:22]=4[N:21]=3)=[O:19])[C:12]=2[CH3:29])[O:5][CH2:4]1.Cl[C:32]1C(C)=C[N+]([O-])=C(C)C=1C.[F:42][CH2:43]C1(CO)OCCCO1>>[Na:1].[F:42][CH2:43][C:6]1([CH2:9][O:10][C:11]2[C:16]([CH3:32])=[CH:15][N:14]=[C:13]([CH2:17][S:18]([C:20]3[NH:24][C:23]4[CH:25]=[CH:26][CH:27]=[CH:28][C:22]=4[N:21]=3)=[O:19])[C:12]=2[CH3:29])[O:7][CH2:8][CH2:3][CH2:4][O:5]1 |f:0.1,4.5,^1:0,51|. The reactants are [Na].CC1(COC(OC1)COC1=C(C(=NC=C1)CS(=O)C1=NC2=C(N1)C=CC=C2)C)C (2-(((4-((5,5-dimethyl-1,3-dioxan-2-yl)methoxy)-3-methylpyridin-2-yl)methyl)sulfinyl)-1H-benzimidazole sodium salt), ClC1=C(C(=[N+](C=C1C)[O-])C)C (4-chloro-2,3,5-trimethylpyridine 1-oxide), FCC1(OCCCO1)CO ((2-(fluoromethyl)-1,3-dioxan-2-yl)methanol). The reactants are Cl (HCl), [Li+].[OH-] (LiOH), O (water), COC(CCC1=CC=C(C=C1)CN([C@H]1C(NCCC(C1)(F)F)=O)S(=O)(=O)C1=CC=C(C=C1)Cl)=O (3-(4-{[(4-chloro-benzenesulfonyl)-((R)-5,5-difluoro-2-oxo-azepan-3-yl)-amino]-methyl}-phenyl)-propionic acid methyl ester). The solvent is CO (methanol), C(C)(=O)OCC (ethyl acetate). Yields the product ClC1=CC=C(C=C1)S(=O)(=O)N([C@H]1C(NCCC(C1)(F)F)=O)CC1=CC=C(C=C1)CCC(=O)O (3-(4-{[(4-Chloro-benzenesulfonyl)-((R)-5,5-difluoro-2-oxo-azepan-3-yl)-amino]-methyl}-phenyl)-propionic acid). RXN SMILES: C[O:2][C:3](=[O:34])[CH2:4][CH2:5][C:6]1[CH:11]=[CH:10][C:9]([CH2:12][N:13]([S:24]([C:27]2[CH:32]=[CH:31][C:30]([Cl:33])=[CH:29][CH:28]=2)(=[O:26])=[O:25])[C@@H:14]2[CH2:20][C:19]([F:22])([F:21])[CH2:18][CH2:17][NH:16][C:15]2=[O:23])=[CH:8][CH:7]=1.[Li+].[OH-].O.Cl>CO.C(OCC)(=O)C>[Cl:33][C:30]1[CH:31]=[CH:32][C:27]([S:24]([N:13]([CH2:12][C:9]2[CH:8]=[CH:7][C:6]([CH2:5][CH2:4][C:3]([OH:34])=[O:2])=[CH:11][CH:10]=2)[C@@H:14]2[CH2:20][C:19]([F:22])([F:21])[CH2:18][CH2:17][NH:16][C:15]2=[O:23])(=[O:26])=[O:25])=[CH:28][CH:29]=1 |f:1.2|. Procedure: 3-(4-{[(4-chloro-benzenesulfonyl)-((R)-5,5-difluoro-2-oxo-azepan-3-yl)-amino]-methyl}-phenyl)-propionic acid methyl ester (65 mg, 0.13 mmol) was dissolved in methanol (0.5 ml) and treated with 2 N LiOH in water (0.25 ml, 0.5 mmol) overnight at 40° C. The reaction mixture was distributed between 4 N HCl and ethyl acetate. The organic layer was dried (MgSO4) and concentrated under reduced pressure. The crude product (50 mg) was purified using column chromatography (dichloromethane/methanol 90:10) ... Starting materials: C(CCl)Cl (EDC), compound, C(C)(=O)O.C(C)N1CCC(CC1)C(=O)O (ethyl-4-carboxypiperidine acetate), C=1C=CC2=C(C1)N=NN2O (HOBt), O (H2O), CCN(C(C)C)C(C)C (DIEA). Run in CN(C)C=O (DMF). Conditions: time 20 hour. Product: N1CCC(CC1)C1=CC=C(C=C1)NC(=O)C1CCN(CC1)CC(=O)O (4-[[[4-(4-piperidinyl)phenyl]amino]carbonyl]-1-piperidineacetic acid). Isolated yield 32.0%. As a reaction SMILES: [CH2:1](Cl)CCl.[C:5]([OH:8])(=[O:7])[CH3:6].C([N:11]1[CH2:16][CH2:15][CH:14]([C:17]([OH:19])=O)[CH2:13][CH2:12]1)C.[CH:20]1[CH:21]=[CH:22][C:23]2[N:28](O)N=N[C:24]=2[CH:25]=1.O.CC[N:33]([CH:37]([CH3:39])C)[CH:34]([CH3:36])C>CN(C=O)C>[NH:33]1[CH2:34][CH2:36][CH:1]([C:20]2[CH:25]=[CH:24][C:23]([NH:28][C:17]([CH:14]3[CH2:13][CH2:12][N:11]([CH2:6][C:5]([OH:8])=[O:7])[CH2:16][CH2:15]3)=[O:19])=[CH:22][CH:21]=2)[CH2:39][CH2:37]1 |f:1.2|. Procedure: EDC (636 mg, 3.3 mmol) was added to a solution of the compound of Example 8(b) (682 mg, 3.3 mmol), ethyl-4-carboxypiperidine acetate 14 (646 mg, 3 mmol), HOBt. H2O (446 mg, 3.3 mmol) and DIEA (1.2 mL, 6.8 mmol) in anhydrous DMF (10 mL) at RT. After stirring for 20 h, the reaction was concentrated on rotavap (high vacuum). The resulting residue was taken into EtOAc and washed successively with H2O (3×20 mL), 10% NaHCO3 (2×20 ml) and saturated NaCl. The organic extract was dried (anhydrous Na2SO4)... Starting materials: C(CCC)OC(=O)C12ON(C(C=C1)CC2)C(=O)OCC2=CC=CC=C2 (2-Oxa-3-aza-bicyclo[2.2.2]oct-5-ene-1,3-dicarboxylic acid 3-benzyl ester 1-butyl ester), [OH-].[Na+] (sodium hydroxide). Run in O1CCOCC1 (1,4-dioxane). Conditions: time 1 hour. Product: C(C1=CC=CC=C1)OC(=O)N1OC2(C=CC1CC2)C(=O)O (2-Oxa-3-aza-bicyclo[2.2.2]oct-5-ene-1,3-dicarboxylic acid 3-benzyl ester). Isolated yield 83.7%. Reaction SMILES: C([O:5][C:6]([C:8]12[CH2:15][CH2:14][CH:11]([CH:12]=[CH:13]1)[N:10]([C:16]([O:18][CH2:19][C:20]1[CH:25]=[CH:24][CH:23]=[CH:22][CH:21]=1)=[O:17])[O:9]2)=[O:7])CCC.[OH-].[Na+]>O1CCOCC1>[CH2:19]([O:18][C:16]([N:10]1[CH:11]2[CH2:14][CH2:15][C:8]([C:6]([OH:7])=[O:5])([CH:13]=[CH:12]2)[O:9]1)=[O:17])[C:20]1[CH:21]=[CH:22][CH:23]=[CH:24][CH:25]=1 |f:1.2|. Procedure: To a solution of di-ester (c) (42.13 g, 0.122 mol) in 1,4-dioxane (250 ml) was added aqueous sodium hydroxide solution (0.5 M, 250 ml, 0.125 mol). The mixture was stirred for 1 hour then washed with diethyl ether (×3). The aqueous phase was adjusted to pH2 with 5 M hydrochloric acid, and extracted with ethyl acetate (×3). The combined organic extracts were washed with brine, dried and evaporated to give a cream solid (29.53 g, 84%). Reaction SMILES: [CH3:24][N:25]([CH3:26])[C:27]([N:28]([CH3:29])[CH3:30])=[NH:31].[Cl:1][c:2]1[cH:3][c:4](-[c:10]2[cH:11][cH:12][c:13]([F:16])[cH:14][cH:15]2)[cH:5][cH:6][c:7]1[CH2:8][Cl:9].[O:17]1[C:18](=[O:23])[NH:19][C:20](=[O:22])[CH2:21]1.[O:32]1[CH2:33][CH2:34][CH2:35][CH2:36]1>>[Cl:1][c:2]1[cH:3][c:4](-[c:10]2[cH:11][cH:12][c:13]([F:16])[cH:14][cH:15]2)[cH:5][cH:6][c:7]1[CH2:8][N:19]1[C:18](=[O:23])[O:17][CH2:21][C:20]1=[O:22]. Product: O=C1COC(=O)N1Cc1ccc(-c2ccc(F)cc2)cc1Cl. The reactants are CN(C)C(=N)N(C)C, Fc1ccc(-c2ccc(CCl)c(Cl)c2)cc1, O=C1COC(=O)N1, C1CCOC1. Starting materials: NC1=NC(=NC(=N1)OC)OC (2-amino-4,6-dimethoxy-1,3,5-triazine), ClC(CS(=O)(=O)N=C=O)C (2-chloro-n-prop-1-yl-sulfonyl isocyanate), CCCCCC (n-hexane). Run in ClCCl (dichloromethane), ClCCl (dichloromethane). Reaction conditions: temperature 0 celsius. The product is COC1=NC(=NC(=N1)OC)NC(=O)NS(=O)(=O)CC(C)Cl (N-(4,6-dimethoxy-1,3,5-triazin-2-yl)-N'-(2-chloro-n-prop-1-yl-sulfonyl)-urea). The yield is 90.4%. As a reaction SMILES: [NH2:1][C:2]1[N:7]=[C:6]([O:8][CH3:9])[N:5]=[C:4]([O:10][CH3:11])[N:3]=1.[Cl:12][CH:13]([CH3:21])[CH2:14][S:15]([N:18]=[C:19]=[O:20])(=[O:17])=[O:16].CCCCCC>ClCCl>[CH3:9][O:8][C:6]1[N:5]=[C:4]([O:10][CH3:11])[N:3]=[C:2]([NH:1][C:19]([NH:18][S:15]([CH2:14][CH:13]([Cl:12])[CH3:21])(=[O:17])=[O:16])=[O:20])[N:7]=1. Procedure details: 15.6 g (0.1 mole) of 2-amino-4,6-dimethoxy-1,3,5-triazine were suspended in 150 ml of dichloromethane, and a solution of 19.5 g (0.106 mole) of 2-chloro-n-prop-1-yl-sulfonyl isocyanate in 100 ml of dichloromethane was added at 0° C., while stirring. The mixture was further stirred for 12 hours at room temperature and cooled to 0° C., and 300 ml of n-hexane were added. The precipitated reaction product was filtered off under suction, washed with n-hexane and dried. 30.7 g (90.5% of theory) of N-(...